Dataset: the Open Reaction Database (ORD), a public repository of structured organic reaction records. Task: describe an organic reaction: reactants, conditions, products, and yield The reagents and catalysts are [Pd] (Pd/C). Reported procedure: A solution of 7-[3-benzyloxy-4-(1,1,4-trioxo-1,2,5-thiadiazolidin-2-yl)-benzyl]-azepan-2-one potassium salt in 6 mL of EtOH/water (1:1) is hydrogenated over 10% Pd/C at 1 atm for 2 h. The catalyst is filtered and the solvent is removed under reduced pressure. The residue is purified by reverse phase HPLC followed by lyophilization to give the title compound as a solid: 1H NMR (DMSO-d6): δ 7.85-7.83 (d, J=8.09 Hz, 1H), 7.42-7.41 (d, J=2.02 Hz, 1H), 7.34-7.32 (dd, J=1.77 Hz, 8.09 Hz, 1 H), 6.49-6.... The reactants are [K].C(C1=CC=CC=C1)OC=1C=C(CC2CCCCC(N2)=O)C=CC1N1S(NC(C1)=O)(=O)=O (7-[3-benzyloxy-4-(1,1,4-trioxo-1,2,5-thiadiazolidin-2-yl)-benzyl]-azepan-2-one potassium salt). Reaction SMILES: [K].C([O:9][C:10]1[CH:11]=[C:12]([CH:22]=[CH:23][C:24]=1[N:25]1[CH2:29][C:28](=[O:30])[NH:27][S:26]1(=[O:32])=[O:31])[CH2:13][CH:14]1[NH:20][C:19](=[O:21])[CH2:18][CH2:17][CH2:16][CH2:15]1)C1C=CC=CC=1>CCO.O.[Pd]>[OH:9][C:10]1[CH:11]=[C:12]([CH:22]=[CH:23][C:24]=1[N:25]1[CH2:29][C:28](=[O:30])[NH:27][S:26]1(=[O:32])=[O:31])[CH2:13][CH:14]1[NH:20][C:19](=[O:21])[CH2:18][CH2:17][CH2:16][CH2:15]1 |f:0.1,2.3,^1:0|. The product is OC=1C=C(CC2CCCCC(N2)=O)C=CC1N1S(NC(C1)=O)(=O)=O (7-[3-Hydroxy-4-(1,1,4-trioxo-1,2,5-thiadiazolidin-2-yl)-benzyl]-azepan-2-one). Solvent: CCO.O (EtOH water). Reactants: COC1OCCC1NC(=O)C(CC(C)C)NC(=O)C(CC(C)C)NC(=O)C(N)CC(C)C, O=C(O)c1ccc2c(c1)Nc1ccccc1S2. Yields the product COC1OCCC1NC(=O)C(CC(C)C)NC(=O)C(CC(C)C)NC(=O)C(CC(C)C)NC(=O)c1ccc2c(c1)Nc1ccccc1S2. RXN SMILES: [NH2:18][CH:19]([CH2:20][CH:21]([CH3:22])[CH3:23])[C:24](=[O:25])[NH:26][CH:27]([CH2:28][CH:29]([CH3:30])[CH3:31])[C:32](=[O:33])[NH:34][CH:35]([CH2:36][CH:37]([CH3:38])[CH3:39])[C:40](=[O:41])[NH:42][CH:43]1[CH:44]([O:48][CH3:49])[O:45][CH2:46][CH2:47]1.[cH:1]1[c:2]([C:15](=[O:16])[OH:17])[cH:3][cH:4][c:5]2[c:14]1[NH:13][c:12]1[c:7]([cH:8][cH:9][cH:10][cH:11]1)[S:6]2>>[cH:1]1[c:2]([C:15](=[O:17])[NH:18][CH:19]([CH2:20][CH:21]([CH3:22])[CH3:23])[C:24](=[O:25])[NH:26][CH:27]([CH2:28][CH:29]([CH3:30])[CH3:31])[C:32](=[O:33])[NH:34][CH:35]([CH2:36][CH:37]([CH3:38])[CH3:39])[C:40](=[O:41])[NH:42][CH:43]2[CH:44]([O:48][CH3:49])[O:45][CH2:46][CH2:47]2)[cH:3][cH:4][c:5]2[c:14]1[NH:13][c:12]1[c:7]([cH:8][cH:9][cH:10][cH:11]1)[S:6]2. Starting materials: C1(=CC=CC=C1)CC(C)(C1=CC=CC=C1)N (1,2-diphenyl-2-propylamine), C(=O)(OCC1=CC=CC=C1)NCC(=O)O (N-CBZ-glycine), C(Cl)(Cl)Cl (chloroform), C1(CCCCC1)N=C=NC1CCCCC1 (dicyclohexylcarbodiimide), C(Cl)(Cl)Cl (chloroform). Conditions: time 4 hour. The product is Cl.NCC(=O)NC(CC1=CC=CC=C1)(C)C1=CC=CC=C1 (2-amino-N-(1,2-diphenyl-1-methylethyl)acetamide hydrochloride). Reaction SMILES: [C:1]1([CH2:7][C:8]([NH2:16])([C:10]2[CH:15]=[CH:14][CH:13]=[CH:12][CH:11]=2)[CH3:9])[CH:6]=[CH:5][CH:4]=[CH:3][CH:2]=1.C([NH:27][CH2:28][C:29](O)=[O:30])(OCC1C=CC=CC=1)=O.C1(N=C=NC2CCCCC2)CCCCC1.C(Cl)(Cl)[Cl:48]>>[ClH:48].[NH2:27][CH2:28][C:29]([NH:16][C:8]([C:10]1[CH:11]=[CH:12][CH:13]=[CH:14][CH:15]=1)([CH3:9])[CH2:7][C:1]1[CH:2]=[CH:3][CH:4]=[CH:5][CH:6]=1)=[O:30] |f:4.5|. Procedure details: To a stirred solution of 1,2-diphenyl-2-propylamine (21.0 g, 0.085 mol) in chloroform (500 ml) under nitrogen was added N-CBZ-glycine (23.0 g, 0.11 mol), and then a solution of dicyclohexylcarbodiimide (20.6 g, 0.1 mol) in chloroform (100 ml) and the mixture stirred for 14 hours. The precipitated solid was removed by filtration and the solvent evaporated. The residue was dissolved in methylene chloride (500 ml), filtered and evaporated to a yellow oil. This was treated with ether (700 ml) and 50... Starting materials: CC1=C(C=O)C(=CC=C1)C (2,6-dimethylbenzaldehyde), CC(=O)C (acetone), [OH-].[Ca+2].[OH-] (calcium hydroxide). Run in O (water). Product: CC1=C(C(=CC=C1)C)C=CC(C)=O (4-(2,6-dimethylphenyl)-3-buten-2-one). The yield is 90.0%. Reaction SMILES: [CH3:1][C:2]1[CH:9]=[CH:8][CH:7]=[C:6]([CH3:10])[C:3]=1[CH:4]=O.[CH3:11][C:12]([CH3:14])=[O:13].[OH-].[Ca+2].[OH-]>O>[CH3:1][C:2]1[CH:9]=[CH:8][CH:7]=[C:6]([CH3:10])[C:3]=1[CH:4]=[CH:11][C:12](=[O:13])[CH3:14] |f:2.3.4|. Reported procedure: 13.4 g (0,1 mol) of 2,6-dimethylbenzaldehyde, 100 ml of acetone, 100 ml of water and 2 g of calcium hydroxide are mixed together and refluxed for about 20-25 h with agitation. The precipitate is filtered off from the cold reaction mixture. 1 l of ice water is added to the filtrate with agitation. The product is crystallized at a yield of about 90%. M.p. of the recrystallized product: 34°-35° C. Starting materials: NC1=NC=CC(=N1)C=O (2-Aminopyrimidine-4-carboxaldehyde), C1C(C1)CN (2-cyclopropylmethyl amine). Product: C1(CC1)CN=CC1=NC(=NC=C1)N (2-Aminopyrimidine-4-carboxaldehyde (cyclopropylmethyl)imine). As a reaction SMILES: [NH2:1][C:2]1[N:7]=[C:6]([CH:8]=O)[CH:5]=[CH:4][N:3]=1.[CH2:10]1[CH2:12][CH:11]1[CH2:13][NH2:14]>>[CH:11]1([CH2:13][N:14]=[CH:8][C:6]2[CH:5]=[CH:4][N:3]=[C:2]([NH2:1])[N:7]=2)[CH2:12][CH2:10]1. Procedure: 2-Aminopyrimidine-4-carboxaldehyde and 2-cyclopropylmethyl amine were reacted by the procedure of example 1(c) to afford the title compound as a yellow oil. As a reaction SMILES: [C:10](=[O:11])([O:12][C:13]([CH3:14])([CH3:15])[CH3:16])[NH:17][CH2:18][CH2:19][NH2:20].[C:21](=[O:22])([O-:23])[O-:24].[CH3:27][S:28]([CH3:29])=[O:30].[CH3:32][CH2:33][O:34][C:35](=[O:36])[CH3:37].[Cl:1][c:2]1[n:3][cH:4][c:5]([C:6]#[N:7])[cH:8][cH:9]1.[K+:25].[K+:26].[OH2:31]>>[c:2]1([NH:20][CH2:19][CH2:18][NH:17][C:10](=[O:11])[O:12][C:13]([CH3:14])([CH3:15])[CH3:16])[n:3][cH:4][c:5]([C:6]#[N:7])[cH:8][cH:9]1. The product is CC(C)(C)OC(=O)NCCNc1ccc(C#N)cn1. Starting materials: CC(C)(C)OC(=O)NCCN, O=C([O-])[O-], CS(C)=O, CCOC(C)=O, N#Cc1ccc(Cl)nc1, [K+], [K+], O.